From a dataset of the Open Reaction Database (ORD), a public repository of structured organic reaction records. describe an organic reaction: reactants, conditions, products, and yield The reactants are CC(C)(C)[S@](=O)N ((S)-2-Methylpropane-2-sulfinamide), FC1=CC=C(C=C1)C(=O)C=1C=NC(=NC1)N1CCN(CC1)C1=NC=NN2C1=CC(=C2)C=2C=NN(C2)C ((4-fluorophenyl)(2-(4-(6-(1-methyl-1H-pyrazol-4-yl)pyrrolo[2,1-f][1,2,4]triazin-4-yl)piperazin-1-yl)pyrimidin-5-yl)methanone), O (water). Run in C1CCOC1 (THF). The product is FC1=CC=C(C=C1)/C(=N/[S@@](=O)C(C)(C)C)/C=1C=NC(=NC1)N1CCN(CC1)C1=NC=NN2C1=CC(=C2)C=2C=NN(C2)C ((S,Z)—N-((4-fluorophenyl)(2-(4-(6-(1-methyl-1H-pyrazol-4-yl)pyrrolo[2,1-f][1,2,4]triazin-4-yl)piperazin-1-yl)pyrimidin-5-yl)methylene)-2-methylpropane-2-sulfinamide). The yield is 100.0%. As a reaction SMILES: [CH3:1][C:2]([S@@:5]([NH2:7])=[O:6])([CH3:4])[CH3:3].[F:8][C:9]1[CH:14]=[CH:13][C:12]([C:15]([C:17]2[CH:18]=[N:19][C:20]([N:23]3[CH2:28][CH2:27][N:26]([C:29]4[C:34]5=[CH:35][C:36]([C:38]6[CH:39]=[N:40][N:41]([CH3:43])[CH:42]=6)=[CH:37][N:33]5[N:32]=[CH:31][N:30]=4)[CH2:25][CH2:24]3)=[N:21][CH:22]=2)=O)=[CH:11][CH:10]=1.O>C1COCC1>[F:8][C:9]1[CH:10]=[CH:11][C:12](/[C:15](/[C:17]2[CH:18]=[N:19][C:20]([N:23]3[CH2:28][CH2:27][N:26]([C:29]4[C:34]5=[CH:35][C:36]([C:38]6[CH:39]=[N:40][N:41]([CH3:43])[CH:42]=6)=[CH:37][N:33]5[N:32]=[CH:31][N:30]=4)[CH2:25][CH2:24]3)=[N:21][CH:22]=2)=[N:7]/[S@:5]([C:2]([CH3:4])([CH3:3])[CH3:1])=[O:6])=[CH:13][CH:14]=1. Procedure: (S)-2-Methylpropane-2-sulfinamide (110 mg, 0.908 mmol), (4-fluorophenyl)(2-(4-(6-(1-methyl-1H-pyrazol-4-yl)pyrrolo[2,1-f][1,2,4]triazin-4-yl)piperazin-1-yl)pyrimidin-5-yl)methanone (158 mg, 0.327 mmol) and ethyl orthotitanate (0.15 mL, 0.715 mmol) were stirred in THF (3.2 mL) at 70° C. for 18 hours. Room temperature was attained, water was added, and the products extracted into EtOAc (×2). The combined organic extracts were washed with brine, dried over Na2SO4, filtered, and concentrated in vacu... Starting materials: C1(CCCCC1)C1=NN(C=2N=C(NC(C21)=O)C2=C(C=C(C=C2)S(=O)(=O)N2CCC(CC2)C(=O)OCC)OC)C (Ethyl 1-{[4-(3-cyclohexyl-1-methyl-4-oxo-4,5-dihydro-1H-pyrazolo[3,4-d]pyrimidin-6-yl)-3-methoxyphenyl]sulfonyl}-4-piperidinecarboxylate), aqueous solution, [OH-].[Na+] (sodium hydroxide). Solvent: CO (methanol). Conditions: time 1 hour. The product is C1(CCCCC1)C1=NN(C=2N=C(NC(C21)=O)C2=C(C=C(C=C2)S(=O)(=O)N2CCC(CC2)C(=O)O)OC)C (1-{[4-(3-Cyclohexyl-1-methyl-4-oxo-4,5-dihydro-1H-pyrazolo[3,4-d]pyrimidin-6-yl)-3-methoxyphenyl]sulfonyl}-4-piperidinecarboxylic acid). The yield is 96.9%. Reaction SMILES: [CH:1]1([C:7]2[C:15]3[C:14](=[O:16])[NH:13][C:12]([C:17]4[CH:22]=[CH:21][C:20]([S:23]([N:26]5[CH2:31][CH2:30][CH:29]([C:32]([O:34]CC)=[O:33])[CH2:28][CH2:27]5)(=[O:25])=[O:24])=[CH:19][C:18]=4[O:37][CH3:38])=[N:11][C:10]=3[N:9]([CH3:39])[N:8]=2)[CH2:6][CH2:5][CH2:4][CH2:3][CH2:2]1.[OH-].[Na+]>CO>[CH:1]1([C:7]2[C:15]3[C:14](=[O:16])[NH:13][C:12]([C:17]4[CH:22]=[CH:21][C:20]([S:23]([N:26]5[CH2:27][CH2:28][CH:29]([C:32]([OH:34])=[O:33])[CH2:30][CH2:31]5)(=[O:25])=[O:24])=[CH:19][C:18]=4[O:37][CH3:38])=[N:11][C:10]=3[N:9]([CH3:39])[N:8]=2)[CH2:2][CH2:3][CH2:4][CH2:5][CH2:6]1 |f:1.2|. Procedure: To a 2 ml methanol/3 ml tetrahydrofuran mixed solution of 82 mg (0.15 mmol) of the compound obtained in Example 53, 1 ml (1 mmol) of a 1M aqueous solution of sodium hydroxide was added, and the mixture was stirred at room temperature for 1 hour. Then, the solvent was distilled off under reduced pressure, and the residue was diluted with water. The aqueous layer was washed with ether, then acidified with a 2M aqueous solution of hydrochloric acid, and extracted with dichloromethane. The organic l... Starting materials: C(C)(C)(C)OC(NCC(=O)C1=CC(=CC=C1)F)=O (tert-butyl[2-(3-fluorophenyl)-2-oxoethyl]carbamate), C(C)(=O)[O-].[NH4+] (ammonium acetate), C(#N)[BH3-].[Na+] (sodium cyanoborohydride). Run in CO (methanol). The product is C(C)(C)(C)OC(NCC(C1=CC(=CC=C1)F)N)=O (tert-butyl[2-amino-2-(3-fluorophenyl)ethyl]carbamate). The yield is 91.0%. Reaction SMILES: [C:1]([O:5][C:6](=[O:18])[NH:7][CH2:8][C:9]([C:11]1[CH:16]=[CH:15][CH:14]=[C:13]([F:17])[CH:12]=1)=O)([CH3:4])([CH3:3])[CH3:2].C([O-])(=O)C.[NH4+].C([BH3-])#[N:25].[Na+]>CO>[C:1]([O:5][C:6](=[O:18])[NH:7][CH2:8][CH:9]([NH2:25])[C:11]1[CH:16]=[CH:15][CH:14]=[C:13]([F:17])[CH:12]=1)([CH3:4])([CH3:3])[CH3:2] |f:1.2,3.4|. Procedure details: To a flask were added tert-butyl[2-(3-fluorophenyl)-2-oxoethyl]carbamate (0.32 g, 1.3 mmol) and ammonium acetate (2.02 g, 26.2 mmol) and methanol (10 mL) and sodium cyanoborohydride (0.22 g, 3.5 mmol). The mixture was refluxed for 2 h. The solvent was removed under vacuum. To the residue was added EtOAc and 50 mL of 1M NaOH. The aqueous phase was extracted again with fresh EtOAc. The combined organic extracts were dried over sodium sulfate, filtered and dried under vacuum to give 0.301 g (94% yi... Reactants: Cl (hydrogen chloride), N1=C(C=CC=C1)NC1=C(C=CC=C1)N (N-(2-pyridyl)-o-phenylenediamine), CC=1C=C(/C=C/C(=O)Cl)C=CC1 ((E)-3-methylcinnamoyl chloride), N1=C(C=CC=C1)N1C(=NC2=C1C=CC=C2)\C=C\C2=CC=CC=C2 ((E)-1-(2-pyridyl)-2-styryl-1H-benzimidazole). Run in CO (methanol). Yields the product Cl.CC=1C=C(/C=C/C2=NC3=C(N2C2=NC=CC=C2)C=CC=C3)C=CC1 ((E)-2-(3-Methylstyryl)-1-(2-pyridyl)-1H-benzimidazole hydrochloride). RXN SMILES: [N:1]1[CH:6]=[CH:5][CH:4]=[CH:3][C:2]=1[NH:7][C:8]1[CH:13]=[CH:12][CH:11]=[CH:10][C:9]=1[NH2:14].[CH3:15][C:16]1[CH:17]=[C:18]([CH:24]=[CH:25][CH:26]=1)/[CH:19]=[CH:20]/[C:21]([Cl:23])=O.N1C=CC=CC=1N1C2C=CC=CC=2N=C1/C=C/C1C=CC=CC=1.Cl>CO>[ClH:23].[CH3:15][C:16]1[CH:17]=[C:18]([CH:24]=[CH:25][CH:26]=1)/[CH:19]=[CH:20]/[C:21]1[N:7]([C:2]2[CH:3]=[CH:4][CH:5]=[CH:6][N:1]=2)[C:8]2[CH:13]=[CH:12][CH:11]=[CH:10][C:9]=2[N:14]=1 |f:5.6|. Procedure: Free base of the titled compound was prepared from N-(2-pyridyl)-o-phenylenediamine and (E)-3-methylcinnamoyl chloride (Amino, Y.; Kawada, K.; Toi, K.; Kumashiro, I.; Fukushima, K. Chem. Pharm. Bull., 1988, 36, 4426) according to the preparation of (E)-1-(2-pyridyl)-2-styryl-1H-benzimidazole (Example 1, method A). The free base was dissolved with a 10% methanol solution of hydrogen chloride (5 ml). Concentration and recrystallization from 2-propanol/isopropyl ether yielded the titled compound. M... Product: Cn1ncc(C=CC(=O)Nc2ccc(CS(C)=O)cc2)c1-c1ccc(F)cc1. Starting materials: O=C(OO)c1cccc(Cl)c1, CSCc1ccc(NC(=O)C=Cc2cnn(C)c2-c2ccc(F)cc2)cc1, [Na+], [Na+], C1CCOC1, O=S([O-])[O-]. Reaction SMILES: [Cl:28][c:29]1[cH:30][cH:31][cH:32][c:33]([C:34]([O:35][OH:37])=[O:36])[cH:38]1.[F:1][c:2]1[cH:3][cH:4][c:5](-[c:8]2[c:9]([CH:14]=[CH:15][C:16](=[O:17])[NH:18][c:19]3[cH:20][cH:21][c:22]([CH2:25][S:26][CH3:27])[cH:23][cH:24]3)[cH:10][n:11][n:12]2[CH3:13])[cH:6][cH:7]1.[Na+:43].[Na+:44].[O:45]1[CH2:46][CH2:47][CH2:48][CH2:49]1.[S:39]([O-:40])([O-:41])=[O:42]>>[F:1][c:2]1[cH:3][cH:4][c:5](-[c:8]2[c:9]([CH:14]=[CH:15][C:16](=[O:17])[NH:18][c:19]3[cH:20][cH:21][c:22]([CH2:25][S:26]([CH3:27])=[O:36])[cH:23][cH:24]3)[cH:10][n:11][n:12]2[CH3:13])[cH:6][cH:7]1.